From a dataset of the Open Reaction Database (ORD), a public repository of structured organic reaction records. describe an organic reaction: reactants, conditions, products, and yield Starting materials: C1CCOC1, COC(=O)c1ocnc1-n1nc(C(Nc2ccc(C#N)c(CNC(=O)OC(C)(C)C)c2)c2cc(OC)cc(OCCO[Si](C(C)C)(C(C)C)C(C)C)c2F)[nH]c1=O, CCCC[N+](CCCC)(CCCC)CCCC, CCOC(C)=O, [F-], O. The product is COC(=O)c1ocnc1-n1nc(C(Nc2ccc(C#N)c(CNC(=O)OC(C)(C)C)c2)c2cc(OC)cc(OCCO)c2F)[nH]c1=O. RXN SMILES: [CH2:58]1[O:59][CH2:60][CH2:61][CH2:62]1.[CH3:1][O:2][C:3](=[O:4])[c:5]1[c:6](-[n:10]2[n:11][c:12]([CH:16]([c:17]3[c:18]([F:39])[c:19]([O:25][CH2:26][CH2:27][O:28][Si:29]([CH:30]([CH3:31])[CH3:32])([CH:33]([CH3:34])[CH3:35])[CH:36]([CH3:37])[CH3:38])[cH:20][c:21]([O:23][CH3:24])[cH:22]3)[NH:40][c:41]3[cH:42][c:43]([CH2:49][NH:50][C:51](=[O:52])[O:53][C:54]([CH3:55])([CH3:56])[CH3:57])[c:44]([C:47]#[N:48])[cH:45][cH:46]3)[nH:13][c:14]2=[O:15])[n:7][cH:8][o:9]1.[CH3:64][CH2:65][CH2:66][CH2:67][N+:68]([CH2:69][CH2:70][CH2:71][CH3:72])([CH2:73][CH2:74][CH2:75][CH3:76])[CH2:77][CH2:78][CH2:79][CH3:80].[CH3:81][CH2:82][O:83][C:84](=[O:85])[CH3:86].[F-:63].[OH2:87]>>[CH3:1][O:2][C:3](=[O:4])[c:5]1[c:6](-[n:10]2[n:11][c:12]([CH:16]([c:17]3[c:18]([F:39])[c:19]([O:25][CH2:26][CH2:27][OH:28])[cH:20][c:21]([O:23][CH3:24])[cH:22]3)[NH:40][c:41]3[cH:42][c:43]([CH2:49][NH:50][C:51](=[O:52])[O:53][C:54]([CH3:55])([CH3:56])[CH3:57])[c:44]([C:47]#[N:48])[cH:45][cH:46]3)[nH:13][c:14]2=[O:15])[n:7][cH:8][o:9]1. Reactants: Cl.Cl.C(C)(C)(C)C1=C(C=CC=C1)N1CCNCC1 (1-(2-tert-butylphenyl)piperazine dihydrochloride), O.ON1N=NC2=C1C=CC=C2 (1-hydroxy-1H-benzotriazole monohydrate), Cl.C(C)N=C=NCCCN(C)C (1-ethyl-3-(3-dimethylaminopropyl)carbodiimide hydrochloride), Example 1, C12(CC3(CC(CC(C1)C3)C2)C(=O)O)C(=O)O (1,3-adamantanedicarboxylic acid). Run in C(C)N(CC)CC (triethylamine), CN(C=O)C (N,N-dimethylformamide), O (Water). The product is C(C)(C)(C)C1=C(C=CC=C1)N1CCN(CC1)C(=O)C12CC3(CC(CC(C1)C3)C2)C(=O)O (3-{[4-(2-tert-Butylphenyl)piperazin-1-yl]carbonyl}adamantane-1-carboxylic acid). Isolated yield 61.0%. RXN SMILES: Cl.Cl.[C:3]([C:7]1[CH:12]=[CH:11][CH:10]=[CH:9][C:8]=1[N:13]1[CH2:18][CH2:17][NH:16][CH2:15][CH2:14]1)([CH3:6])([CH3:5])[CH3:4].[C:19]12([C:32](O)=[O:33])[CH2:28][CH:23]3[CH2:24][CH:25]([CH2:27][C:21]([C:29]([OH:31])=[O:30])([CH2:22]3)[CH2:20]1)[CH2:26]2.Cl.C(N=C=NCCCN(C)C)C.O.ON1C2C=CC=CC=2N=N1>O.CN(C)C=O.C(N(CC)CC)C>[C:3]([C:7]1[CH:12]=[CH:11][CH:10]=[CH:9][C:8]=1[N:13]1[CH2:18][CH2:17][N:16]([C:32]([C:19]23[CH2:28][CH:23]4[CH2:24][CH:25]([CH2:27][C:21]([C:29]([OH:31])=[O:30])([CH2:22]4)[CH2:20]2)[CH2:26]3)=[O:33])[CH2:15][CH2:14]1)([CH3:6])([CH3:4])[CH3:5] |f:0.1.2,4.5,6.7|. Procedure details: A mixture of 1-(2-tert-butylphenyl)piperazine dihydrochloride obtained in Reference Example 1 (400 mg), 1,3-adamantanedicarboxylic acid (628 mg), 1-ethyl-3-(3-dimethylaminopropyl)carbodiimide hydrochloride (316 mg), 1-hydroxy-1H-benzotriazole monohydrate (253 mg), triethylamine (0.697 mL), and N,N-dimethylformamide (5 mL) was stirred at room temperature for over-night. Water was added to the reaction solution, and the mixture was extracted with ethyl acetate. The ethyl acetate layer was washed w... The reactants are C(\C=C\C(=O)O)(=O)O (fumaric acid), cellulose, C(\C=C\C(=O)[O-])(=O)[O-] (fumarate), S(=O)(=O)([O-])[O-].[Ca+2] (calcium sulphate), C(\C=C\C(=O)[O-])(=O)[O-] (fumarate), C([O-])([O-])=O (carbonate), N (ammonia), S(=O)(=O)([O-])[O-] (sulphate), sugar, C(\C=C\C(=O)O)(=O)O (fumaric acid), [OH-].[Na+] (caustic soda), cellulose. Product: C([O-])([O-])=O.[Ca+2] (calcium carbonate), S(=O)(=O)([O-])[O-] (sulphate), C(\C=C\C(=O)[O-])(=O)[O-] (fumarate), [NH4+] (ammonium). RXN SMILES: [C:1]([OH:8])(=[O:7])/[CH:2]=[CH:3]/[C:4]([OH:6])=[O:5].[OH-].[Na+].[S:11]([O-:15])([O-:14])(=[O:13])=[O:12].[Ca+2:16].C([O-])(=O)/C=C/C([O-])=O.[C:25](=[O:28])([O-:27])[O-:26].[NH3:29].S([O-])([O-])(=O)=O>>[C:25](=[O:26])([O-:28])[O-:27].[Ca+2:16].[S:11]([O-:15])([O-:14])(=[O:13])=[O:12].[C:1]([O-:8])(=[O:7])/[CH:2]=[CH:3]/[C:4]([O-:6])=[O:5].[NH4+:29] |f:1.2,3.4,9.10|. Procedure details: Thomsen (U.S. Pat. No. 3,030,276) describes the manufacture of fumaric acid from lignified cellulose which comprises; digesting said lignified cellulose with a solution of caustic soda under the conventional limitations as to alkali concentration, time and. temperature, until substantially all the non-cellulose portion shall have been dissolved; separating the spent cooking liquor for subsequent conventional regeneration and recycling to said digestion step from the cellulose residual and saccha... Starting materials: [H-].[Al+3].[Li+].[H-].[H-].[H-] (lithium aluminium hydride), C(C)OC(=O)C1=NN=C2N1C1=C(C(=NC2)C2=CC=CC=C2)C=C(C=C1)Cl (6-phenyl-8-chloro-4H-s-triazolo[4,3-a][1,4]benzodiazepine-1-carboxylic acid ethyl ester), 1-n, [OH-].[Na+] (sodium hydroxide). Run in O1CCCC1 (tetrahydrofuran), O1CCCC1 (tetrahydrofuran). Run at time 45 minute. Yields the product N1(C=CN=CC2=C1C=CC=C2)CO (1,4benzodiazepine-1-methanol). RXN SMILES: C(OC([C:6]1[N:10]2[C:11]3[CH:25]=[CH:24][C:23](Cl)=[CH:22][C:12]=3[C:13](C3C=CC=CC=3)=[N:14][CH2:15][C:9]2=NN=1)=O)C.[H-].[Al+3].[Li+].[H-].[H-].[H-].[OH-:33].[Na+]>O1CCCC1>[N:10]1([CH2:6][OH:33])[C:11]2[CH:25]=[CH:24][CH:23]=[CH:22][C:12]=2[CH:13]=[N:14][CH:15]=[CH:9]1 |f:1.2.3.4.5.6,7.8|. Procedure: A solution of 0.37 g of 6-phenyl-8-chloro-4H-s-triazolo[4,3-a][1,4]benzodiazepine-1-carboxylic acid ethyl ester in 5 ml of absolute tetrahydrofuran is added dropwise in the course of 15 minutes, with ice cooling and with stirring, to a suspension of 0.078 g of lithium aluminium hydride in 5 ml of absolute tetrahydrofuran. After a further 45 minutes of stirring at 0°-5°, 0.40 ml of 1-n sodium hydroxide solution are added dropwise. The inorganic salts are filtered off, the filtrate is concentrated... The reactants are CN(CCCN=C=O)C (3-dimethylaminopropyl isocyanate), [H][H] (hydrogen), C(C1=CC=CC=C1)C1=NC=2N(C(N(C(C2N1)=O)CCCN(C)C)=O)CCC1=CC=C(C=C1)[N+](=O)[O-] (8-benzyl-3-[2-(4-nitrophenyl)ethyl]-1-(3-dimethylaminopropyl)xanthine), O.NN (hydrazine hydrate). Reagents/catalysts: [Pd] (palladium). Product: NC1=CC=C(C=C1)CCN1C(N(C(C=2NC(=NC12)CC1=CC=CC=C1)=O)CCCN(C)C)=O (3-[2-(4-aminophenyl)ethyl]-8-benzyl-1-(3-dimethylaminopropyl)xanthine). RXN SMILES: CN(C)CCCN=C=O.[CH2:10]([C:17]1[NH:25][C:24]2[C:23](=[O:26])[N:22]([CH2:27][CH2:28][CH2:29][N:30]([CH3:32])[CH3:31])[C:21](=[O:33])[N:20]([CH2:34][CH2:35][C:36]3[CH:41]=[CH:40][C:39]([N+:42]([O-])=O)=[CH:38][CH:37]=3)[C:19]=2[N:18]=1)[C:11]1[CH:16]=[CH:15][CH:14]=[CH:13][CH:12]=1.O.NN.[H][H]>[Pd]>[NH2:42][C:39]1[CH:38]=[CH:37][C:36]([CH2:35][CH2:34][N:20]2[C:19]3[N:18]=[C:17]([CH2:10][C:11]4[CH:16]=[CH:15][CH:14]=[CH:13][CH:12]=4)[NH:25][C:24]=3[C:23](=[O:26])[N:22]([CH2:27][CH2:28][CH2:29][N:30]([CH3:31])[CH3:32])[C:21]2=[O:33])=[CH:41][CH:40]=1 |f:2.3|. Reported procedure: By methods well known in the art 3-dimethylaminopropyl isocyanate is converted into 8-benzyl-3-[2-(4-nitrophenyl)ethyl]-1-(3-dimethylaminopropyl)xanthine, which in turn, is reduced with hydrazine hydrate or hydrogen gas in the presence of a palladium catalyst to yield 3-[2-(4-aminophenyl)ethyl]-8-benzyl-1-(3-dimethylaminopropyl)xanthine. The reactants are crude material, C(C)(C)(C)OC1=NC(=CC(=C1)C1=CNC2=NC=CC=C21)Cl (3-(2-tert-butoxy-6-chloropyridin-4-yl)-1H-pyrrolo[2,3-b]pyridine), C(OC)COC.C(C)O.O (dimethoxyethane ethanol water), C1(=CC=CC=C1)B(O)O (phenyl boronic acid), C([O-])([O-])=O.[Na+].[Na+] (sodium carbonate). The reagents and catalysts are Cl[Pd]([P](C1=CC=CC=C1)(C2=CC=CC=C2)C3=CC=CC=C3)([P](C4=CC=CC=C4)(C5=CC=CC=C5)C6=CC=CC=C6)Cl (dichlorobis(triphenylphosphine)-palladium (II)). The solvent is C(C)(=O)OCC (ethyl acetate). Conditions: temperature 160 celsius. Yields the product C(C)(C)(C)OC1=NC(=CC(=C1)C1=CNC2=NC=CC=C21)C2=CC=CC=C2 (3-(2-tert-butoxy-6-phenylpyridin-4-yl)-1H-pyrrolo[2,3-b]pyridine). As a reaction SMILES: [C:1]([O:5][C:6]1[CH:11]=[C:10]([C:12]2[C:20]3[C:15](=[N:16][CH:17]=[CH:18][CH:19]=3)[NH:14][CH:13]=2)[CH:9]=[C:8](Cl)[N:7]=1)([CH3:4])([CH3:3])[CH3:2].C(COC)OC.C(O)C.O.[C:32]1(B(O)O)[CH:37]=[CH:36][CH:35]=[CH:34][CH:33]=1.C(=O)([O-])[O-].[Na+].[Na+]>C(OCC)(=O)C.Cl[Pd](Cl)([P](C1C=CC=CC=1)(C1C=CC=CC=1)C1C=CC=CC=1)[P](C1C=CC=CC=1)(C1C=CC=CC=1)C1C=CC=CC=1>[C:1]([O:5][C:6]1[CH:11]=[C:10]([C:12]2[C:20]3[C:15](=[N:16][CH:17]=[CH:18][CH:19]=3)[NH:14][CH:13]=2)[CH:9]=[C:8]([C:32]2[CH:37]=[CH:36][CH:35]=[CH:34][CH:33]=2)[N:7]=1)([CH3:4])([CH3:3])[CH3:2] |f:1.2.3,5.6.7,^1:55,74|. Procedure: To a solution of EXAMPLE 34C (0.13 g, 0.43 mmol) in 7:3:2 dimethoxyethane/ethanol/water (3 mL) was added phenyl boronic acid (0.053 g, 0.43 mmol), 1M aqueous sodium carbonate (0.6 mL) and dichlorobis(triphenylphosphine)-palladium (II) (0.015 g, 0.022 mmol). The solution was heated to 160° C. in a CEM microwave @100 W for 20 minutes. The crude material was diluted with ethyl acetate, washed with brine, dried over magnesium sulfate, filtered, and concentrated. Purification by flash chromatography ... Reactants: O, OO, CS(=O)c1ccccc1. The product is CS(=O)(=O)c1ccccc1. Reaction SMILES: [OH2:12].[OH:10][OH:11].[c:1]1([S:7](=[O:8])[CH3:9])[cH:2][cH:3][cH:4][cH:5][cH:6]1>>[c:1]1([S:7](=[O:8])([CH3:9])=[O:10])[cH:2][cH:3][cH:4][cH:5][cH:6]1.